From a dataset of the Open Reaction Database (ORD), a public repository of structured organic reaction records. describe an organic reaction: reactants, conditions, products, and yield Reactants: FC1=CC=C2C(C(N(C2=C1)C(C)C)=O)(C)C (6-Fluoro-1-isopropyl-3,3-dimethyl-1,3-dihydro-indol-2-one), [N+](=O)(O)[O-] (HNO3), OS(=O)(=O)O (H2SO4). The solvent is C(C)(=O)O (acetic acid). Reaction conditions: temperature 25 celsius, time 15 minute. Product: FC1=C(C=C2C(C(N(C2=C1)C(C)C)=O)(C)C)[N+](=O)[O-] (6-Fluoro-1-isopropyl-3,3-dimethyl-5-nitro-1,3-dihydro-indol-2-one). As a reaction SMILES: [F:1][C:2]1[CH:10]=[C:9]2[C:5]([C:6]([CH3:16])([CH3:15])[C:7](=[O:14])[N:8]2[CH:11]([CH3:13])[CH3:12])=[CH:4][CH:3]=1.[N+:17]([O-])([OH:19])=[O:18].OS(O)(=O)=O>C(O)(=O)C>[F:1][C:2]1[CH:10]=[C:9]2[C:5]([C:6]([CH3:16])([CH3:15])[C:7](=[O:14])[N:8]2[CH:11]([CH3:12])[CH3:13])=[CH:4][C:3]=1[N+:17]([O-:19])=[O:18]. Procedure details: To a stirred solution of 6-Fluoro-1-isopropyl-3,3-dimethyl-1,3-dihydro-indol-2-one E-1.2′″ (17.0 g; 76.9 mmol) in acetic acid (550 ml) was added fuming HNO3 (8.5 g; 134.9 mmol) at 25° C. The reaction mixture is stirred for 15 min at 25° C. and then concentrate H2SO4 (17.0 g; 173.5 mmol) is added and the mixture is stirred for 30 min at 25° C. After completion of the reaction the reaction mixture was poured in to ice cold water. The obtained solid was filtered and dried. The solid was recrystalli...